Dataset: the Open Reaction Database (ORD), a public repository of structured organic reaction records. Task: describe an organic reaction: reactants, conditions, products, and yield The reactants are [Al+3], O=C(Cl)c1ccccc1, [Cl-], [Cl-], [Cl-], O=C(O)c1ccccc1. Product: O=C(c1ccccc1)c1ccccc1. As a reaction SMILES: [Al+3:20].[C:1]([c:2]1[cH:3][cH:4][cH:5][cH:6][cH:7]1)(=[O:8])[Cl:9].[Cl-:19].[Cl-:21].[Cl-:22].[OH:10][C:11](=[O:12])[c:13]1[cH:14][cH:15][cH:16][cH:17][cH:18]1>>[C:1]([c:2]1[cH:3][cH:4][cH:5][cH:6][cH:7]1)(=[O:8])[c:13]1[cH:14][cH:15][cH:16][cH:17][cH:18]1. The reactants are C1C(C)O1 (1,2-propylenoxide), 4.8, C(C1=CC=CC=C1)C1=CC2=C(NC(N2)=S)C=C1 (5-benzyl-benzimidazoline-2-thione), [Na] (sodium). Solvent: C(C)O (ethyl alcohol). Product: C(C1=CC=CC=C1)C1=CC2=C(N=C(N2)SCC(C)O)C=C1 (5-Benzyl-2-(2-hydroxy-1-propylthio)-benzimidazole). As a reaction SMILES: [CH2:1]([C:8]1[CH:17]=[CH:16][C:11]2[NH:12][C:13](=[S:15])[NH:14][C:10]=2[CH:9]=1)[C:2]1[CH:7]=[CH:6][CH:5]=[CH:4][CH:3]=1.[Na].[CH2:19]1[O:22][CH:20]1[CH3:21]>C(O)C>[CH2:1]([C:8]1[CH:17]=[CH:16][C:11]2[N:12]=[C:13]([S:15][CH2:19][CH:20]([OH:22])[CH3:21])[NH:14][C:10]=2[CH:9]=1)[C:2]1[CH:3]=[CH:4][CH:5]=[CH:6][CH:7]=1 |^1:17|. Procedure: 4.8 (20 mmoles) of 5-benzyl-benzimidazoline-2-thione and 0.46 g sodium dissolved in ethyl alcohol and 2 ml of 1,2-propylenoxide are refluxed for 5 hours. The reaction mixture is evaporated and 50 ml of benzene and 20 ml of 1N sodium hydroxide solution are added. The aqueous phase is extracted twice with 10 ml of benzene, the combined benzene phases are evaporated and the residue is crystallized from nitromethane. The title product thus obtained melts at a temperature of 115° C. Starting materials: Cl.C1(CC1)COC1=C(C=C(C=C1)C(F)F)C=1C2=C(N=CN1)C(=C(N2)C)C(=O)NC2CCNCC2 (4-[2-(cyclopropylmethoxy)-5-(difluoromethyl)phenyl]-6-methyl-N-(piperidin-4-yl)-5H-pyrrolo[3,2-d]pyrimidine-7-carboxamide hydrochloride), C(CC)(=O)Cl (propionyl chloride). Product: C1(CC1)COC1=C(C=C(C=C1)C(F)F)C=1C2=C(N=CN1)C(=C(N2)C)C(=O)NC2CCN(CC2)C(CC)=O (4-[2-(Cyclopropylmethoxy)-5-(difluoromethyl)phenyl]-6-methyl-N-(1-propanoylpiperidin-4-yl)-5H-pyrrolo[3,2-d]pyrimidine-7-carboxamide). As a reaction SMILES: Cl.[CH:2]1([CH2:5][O:6][C:7]2[CH:12]=[CH:11][C:10]([CH:13]([F:15])[F:14])=[CH:9][C:8]=2[C:16]2[C:17]3[NH:24][C:23]([CH3:25])=[C:22]([C:26]([NH:28][CH:29]4[CH2:34][CH2:33][NH:32][CH2:31][CH2:30]4)=[O:27])[C:18]=3[N:19]=[CH:20][N:21]=2)[CH2:4][CH2:3]1.[C:35](Cl)(=[O:38])[CH2:36][CH3:37]>>[CH:2]1([CH2:5][O:6][C:7]2[CH:12]=[CH:11][C:10]([CH:13]([F:14])[F:15])=[CH:9][C:8]=2[C:16]2[C:17]3[NH:24][C:23]([CH3:25])=[C:22]([C:26]([NH:28][CH:29]4[CH2:30][CH2:31][N:32]([C:35](=[O:38])[CH2:36][CH3:37])[CH2:33][CH2:34]4)=[O:27])[C:18]=3[N:19]=[CH:20][N:21]=2)[CH2:4][CH2:3]1 |f:0.1|. Procedure: Starting from 4-[2-(cyclopropylmethoxy)-5-(difluoromethyl)phenyl]-6-methyl-N-(piperidin-4-yl)-5H-pyrrolo[3,2-d]pyrimidine-7-carboxamide hydrochloride (example D.f60) and commercially available propionyl chloride the title compound is obtained as colorless solid. Starting materials: N-Aryl-benzenesulfonamides, NC1=C(C=C(C=C1)Cl)C(=O)C1=CC=CC=C1 ((2-Amino-5-chloro-phenyl)-phenyl-methanone), COC(CCC1=CC=C(C=C1)S(=O)(=O)Cl)=O (3-(4-chlorosulfonyl-phenyl)propionic acid methyl ester). Yields the product COC(CCC1=CC=C(C=C1)S(NC1=C(C=C(C=C1)Cl)C(C1=CC=CC=C1)=O)(=O)=O)=O (3-[4-(2-Benzoyl-4-chloro-phenylsulfamoyl)-phenyl]-propionic acid methyl ester). RXN SMILES: [NH2:1][C:2]1[CH:7]=[CH:6][C:5]([Cl:8])=[CH:4][C:3]=1[C:9]([C:11]1[CH:16]=[CH:15][CH:14]=[CH:13][CH:12]=1)=[O:10].[CH3:17][O:18][C:19](=[O:32])[CH2:20][CH2:21][C:22]1[CH:27]=[CH:26][C:25]([S:28](Cl)(=[O:30])=[O:29])=[CH:24][CH:23]=1>>[CH3:17][O:18][C:19](=[O:32])[CH2:20][CH2:21][C:22]1[CH:27]=[CH:26][C:25]([S:28](=[O:29])(=[O:30])[NH:1][C:2]2[CH:7]=[CH:6][C:5]([Cl:8])=[CH:4][C:3]=2[C:9](=[O:10])[C:11]2[CH:12]=[CH:13][CH:14]=[CH:15][CH:16]=2)=[CH:24][CH:23]=1. Procedure details: The title compound was prepared according to the general procedure for the synthesis of N-Aryl-benzenesulfonamides previously described using 116 mg of (2-Amino-5-chloro-phenyl)-phenyl-methanone and 131 mg of 3-(4-chlorosulfonyl-phenyl)propionic acid methyl ester. 1H-NMR (400 MHz, CDCl3): δ 2.50 (t, 2H, J=8.0 Hz), 2.83 (t, 2H, J=8.0 Hz), 3.64 (s, 3H), 7.08 (d, 2H, J=8.8 Hz), 7.33 (d, 1H, J=2.8 Hz), 7.36-7.42 (m, 4H), 7.47 (dd, 1H, J=8.8 Hz, 2.8 Hz), 7.58 (m, 3H), 7.75 (d, 1H, J=8.8 Hz), 9.78 (s,... Starting materials: CC(C)[Si](Cl)(C(C)C)C(C)C, CN(C)C=O, O, O=C1CCOc2cc(O)ccc21, c1c[nH]cn1. Yields the product CC(C)[Si](Oc1ccc2c(c1)OCCC2=O)(C(C)C)C(C)C. RXN SMILES: [CH:18]([CH3:19])([CH3:20])[Si:21]([CH:22]([CH3:23])[CH3:24])([CH:25]([CH3:26])[CH3:27])[Cl:28].[O:30]=[CH:31][N:32]([CH3:33])[CH3:34].[OH2:29].[OH:1][c:2]1[cH:3][cH:4][c:5]2[c:10]([cH:11]1)[O:9][CH2:8][CH2:7][C:6]2=[O:12].[nH:13]1[cH:14][cH:15][n:16][cH:17]1>>[O:1]([c:2]1[cH:3][cH:4][c:5]2[c:10]([cH:11]1)[O:9][CH2:8][CH2:7][C:6]2=[O:12])[Si:21]([CH:18]([CH3:19])[CH3:20])([CH:22]([CH3:23])[CH3:24])[CH:25]([CH3:26])[CH3:27].